Task: describe an organic reaction: reactants, conditions, products, and yield. Dataset: the Open Reaction Database (ORD), a public repository of structured organic reaction records Starting materials: ClC1=C(C=C(C(=C1)N)Cl)[N+](=O)[O-] (2,5-dichloro-4-aminonitrobenzene), C[S-].[Na+] (sodium thiomethoxide), ice water. Solvent: O (water), C(OC)COC (dimethoxyethane). The product is CSC1=C(C=C(C(=C1)N)Cl)[N+](=O)[O-] (2-Methylthio-4-Amino-5-Chloronitrobenzene). As a reaction SMILES: [CH3:1][S-:2].[Na+].Cl[C:5]1[CH:10]=[C:9]([NH2:11])[C:8]([Cl:12])=[CH:7][C:6]=1[N+:13]([O-:15])=[O:14]>C(COC)OC.O>[CH3:1][S:2][C:5]1[CH:10]=[C:9]([NH2:11])[C:8]([Cl:12])=[CH:7][C:6]=1[N+:13]([O-:15])=[O:14] |f:0.1|. Procedure details: To a suspension of 18.9 g (0.27 mol) of sodium thiomethoxide in 200 ml of dimethoxyethane, with stirring at room temperature, are added portionwise 41.4 g (0.2 mol) of 2,5-dichloro-4-aminonitrobenzene, allowing the temperature to rise to 50°-55° C. and maintaining this temperature for 1/2 hour after the addition is complete. The reaction medium is poured onto 2 liters of ice-water. The crystallized precipitate is drained, re-slurried in water and vacuum-dried at 40° C. over phosphorus pentoxide. Starting materials: [Br-], CN1CCC(C(=O)Nc2ccccc2N(C)c2ccccc2)CC1, [K+], [NH4+], [OH-], O=P(Cl)(Cl)Cl. Yields the product CN1CCC(C2=Nc3ccccc3N(C)c3ccccc32)CC1. Reaction SMILES: [Br-:27].[CH3:1][N:2]1[CH2:3][CH2:4][CH:5]([C:6](=[O:7])[NH:8][c:9]2[c:10]([N:15]([c:16]3[cH:17][cH:18][cH:19][cH:20][cH:21]3)[CH3:22])[cH:11][cH:12][cH:13][cH:14]2)[CH2:23][CH2:24]1.[K+:28].[NH4+:25].[OH-:26].[P:29]([Cl:30])([Cl:31])([Cl:32])=[O:33]>>[CH3:1][N:2]1[CH2:3][CH2:4][CH:5]([C:6]2=[N:8][c:9]3[c:10]([cH:11][cH:12][cH:13][cH:14]3)[N:15]([CH3:22])[c:16]3[c:17]2[cH:18][cH:19][cH:20][cH:21]3)[CH2:23][CH2:24]1. The reactants are [BH4-], CC(C)O, O=Cc1ccc(B(O)O)s1, [Na+]. The product is OCc1ccc(B(O)O)s1. As a reaction SMILES: [BH4-:11].[CH:13]([OH:14])([CH3:15])[CH3:16].[CH:1](=[O:2])[c:3]1[cH:4][cH:5][c:6]([B:8]([OH:9])[OH:10])[s:7]1.[Na+:12]>>[CH2:1]([OH:2])[c:3]1[cH:4][cH:5][c:6]([B:8]([OH:9])[OH:10])[s:7]1. The reactants are CCn1c(=O)n(-c2ccc(O)cc2)c2nccc(C)c21, Cn1c(S(C)(=O)=O)nc2cccnc21, CCO, [H-], [Na+], CN(C)C=O. The product is CCn1c(=O)n(-c2ccc(Oc3nc4cccnc4n3C)cc2)c2nccc(C)c21. RXN SMILES: [CH2:15]([CH3:16])[n:17]1[c:18](=[O:34])[n:19](-[c:27]2[cH:28][cH:29][c:30]([OH:33])[cH:31][cH:32]2)[c:20]2[n:21][cH:22][cH:23][c:24]([CH3:26])[c:25]12.[CH3:1][n:2]1[c:3]([S:11]([CH3:12])(=[O:13])=[O:14])[n:4][c:5]2[c:6]1[n:7][cH:8][cH:9][cH:10]2.[CH3:37][CH2:38][OH:39].[H-:36].[Na+:35].[O:40]=[CH:41][N:42]([CH3:43])[CH3:44]>>[CH3:1][n:2]1[c:3]([O:33][c:30]2[cH:29][cH:28][c:27](-[n:19]3[c:18](=[O:34])[n:17]([CH2:15][CH3:16])[c:25]4[c:20]3[n:21][cH:22][cH:23][c:24]4[CH3:26])[cH:32][cH:31]2)[n:4][c:5]2[c:6]1[n:7][cH:8][cH:9][cH:10]2. Starting materials: O (water), NC=1SC=C(N1)/C(/C(=O)OC(C)(C)C)=N/O (t-butyl 2-(2-amino-4-thiazolyl)-2-(Z)-hydroxyimino-acetate), C([O-])([O-])=O.[K+].[K+] (potassium carbonate), BrC(C(=O)OCC[Si](C)(C)C)(C)C (2-(trimethylsilyl)ethyl 2-bromo-2-methylpropionate). Run in CN(C=O)C (dimethylformamide). Run at temperature 25 celsius, time 4 hour. Product: NC=1SC=C(N1)C(C(=O)OC(C)(C)C)=NOC(C)(C)C(=O)OCC[Si](C)(C)C (t-butyl 2-(2-amino-4-thiazolyl)-2-[(1-(2-(trimethylsilyl)ethoxycarbonyl)-1-methylethoxy]imino]-acetate). The yield is 65.3%. Reaction SMILES: [NH2:1][C:2]1[S:3][CH:4]=[C:5](/[C:7](=[N:15]/[OH:16])/[C:8]([O:10][C:11]([CH3:14])([CH3:13])[CH3:12])=[O:9])[N:6]=1.Br[C:18]([CH3:29])([CH3:28])[C:19]([O:21][CH2:22][CH2:23][Si:24]([CH3:27])([CH3:26])[CH3:25])=[O:20].C(=O)([O-])[O-].[K+].[K+].O>CN(C)C=O>[NH2:1][C:2]1[S:3][CH:4]=[C:5]([C:7](=[N:15][O:16][C:18]([C:19]([O:21][CH2:22][CH2:23][Si:24]([CH3:27])([CH3:26])[CH3:25])=[O:20])([CH3:29])[CH3:28])[C:8]([O:10][C:11]([CH3:13])([CH3:12])[CH3:14])=[O:9])[N:6]=1 |f:2.3.4|. Reported procedure: 24.9 g (102 mmol) of t-butyl 2-(2-amino-4-thiazolyl)-2-(Z)-hydroxyimino-acetate are dissolved in 400 ml of dimethylformamide. After the addition of 54.7 g (205 mmol) of 2-(trimethylsilyl)ethyl 2-bromo-2-methylpropionate, followed by 56.6 g (410 mmol) of finely ground potassium carbonate, the mixture is stirred at 25° C. for 4 hours in a nitrogen atmosphere. After the addition of 3 l of water, the mixture is extracted with 1.5 l of ethyl acetate. The organic phase is washed twice with 1.5 l of wa... Reported procedure: A 60% dispersion of sodium hydride in mineral oil (3.45 g, 86.25 mmol) was added under a heavy flow of nitrogen to anhydrous toluene (1 L). 1-Heptanethiol (14.65 g, 17.0 mL, 110.7 mmol) was added via syringe. Once effervescence stopped, 2,7-dibromo-9-dibromomethylene-fluorene (2) (18.50 g, 37.46 mmol) was added followed by 2,2′-bipyridyl (0.29 g, 1.87 mmol) and nickel(II) chloride dimethoxyethane adduct (0.41 g, 1.87 mmol). The reaction was stirred overnight at reflux. After cooling to room temp... Run at time 8 hour. Starting materials: [H-].[Na+] (sodium hydride), oil, BrC1=CC=2C(C3=CC(=CC=C3C2C=C1)Br)=C(Br)Br (2,7-Dibromo-9-dibromomethylenefluorene), C(CCCCCC)S (1-Heptanethiol). The yield is 75.0%. RXN SMILES: [H-].[Na+].[CH2:3]([SH:10])[CH2:4][CH2:5][CH2:6][CH2:7][CH2:8][CH3:9].[Br:11][C:12]1[CH:24]=[CH:23][C:22]2[C:21]3[C:16](=[CH:17][C:18]([Br:25])=[CH:19][CH:20]=3)[C:15](=[C:26](Br)Br)[C:14]=2[CH:13]=1>C(COC)OC.[Ni](Cl)Cl.N1C=CC=CC=1C1C=CC=CN=1.C1(C)C=CC=CC=1>[Br:25][C:18]1[CH:19]=[CH:20][C:21]2[C:22]3[C:14](=[CH:13][C:12]([Br:11])=[CH:24][CH:23]=3)[C:15](=[C:26]([S:10][CH2:3][CH2:4][CH2:5][CH2:6][CH2:7][CH2:8][CH3:9])[S:10][CH2:3][CH2:4][CH2:5][CH2:6][CH2:7][CH2:8][CH3:9])[C:16]=2[CH:17]=1 |f:0.1,4.5|. Product: BrC1=CC=2C(C3=CC(=CC=C3C2C=C1)Br)=C(SCCCCCCC)SCCCCCCC (2,7-Dibromo-9-(bis-heptylsulfanyl-methylene)fluorene). The solvent is C1(=CC=CC=C1)C (toluene). The reagents and catalysts are C(OC)COC.[Ni](Cl)Cl (nickel(II) chloride dimethoxyethane), N1=C(C=CC=C1)C1=NC=CC=C1 (2,2′-bipyridyl). The reactants are stannous chloride dihydrate, [N+](=O)([O-])C1=C(C=CC=C1)C1=CC=NO1 (5-(2-nitrophenyl)isoxazole). Solvent: Cl (hydrochloric acid). Reaction conditions: temperature 10 celsius. The product is NC1=C(C=CC=C1)C1=CC=NO1 (5-(2-Aminophenyl)isoxazole). Isolated yield 67.8%. Reaction SMILES: [N+:1]([C:4]1[CH:9]=[CH:8][CH:7]=[CH:6][C:5]=1[C:10]1[O:14][N:13]=[CH:12][CH:11]=1)([O-])=O>Cl>[NH2:1][C:4]1[CH:9]=[CH:8][CH:7]=[CH:6][C:5]=1[C:10]1[O:14][N:13]=[CH:12][CH:11]=1. Procedure details: To a suspension containing 206 g of stannous chloride dihydrate in 520 ml of concentrated hydrochloric acid was cautiously added 56 g of 5-(2-nitrophenyl)isoxazole, prepared in Example 2. The resulting suspension was refluxed on a steam bath for about 1 hour, then cooled to 10° C. and filtered. The solid was added to about 600 ml of ice-water, and the suspension was made basic to a pH of about 10 with addition of 50% NaOH. The aqueous mixture was extracted with methylene chloride. After drying t... Starting materials: NC1=C(C#N)C=CC=C1 (2-amino benzonitrile), C(C)OCC (diethyl ether), C1(CCCC1)Br (cyclopentyl bromide), [OH-].[Na+] (sodium hydroxide), C(C)OCC (diethyl ether), Cl (hydrochloric acid). Reaction conditions: time 2 hour. RXN SMILES: [CH:1]1(Br)[CH2:5][CH2:4][CH2:3][CH2:2]1.[NH2:7][C:8]1[CH:15]=[CH:14][CH:13]=[CH:12][C:9]=1C#N.Cl.[OH-].[Na+].[CH2:19]([O:21]CC)C>CCCCCC.C(OCC)(=O)C>[CH:1]1([C:19]([NH:7][C:8]2[CH:15]=[CH:14][CH:13]=[CH:12][CH:9]=2)=[O:21])[CH2:5][CH2:4][CH2:3][CH2:2]1 |f:3.4|. Solvent: CCCCCC (n-hexane), C(C)(=O)OCC (ethyl acetate). Procedure: To a solution of cyclopentyl bromide (2M in diethyl ether, 317 m].) was added dropwise a solution of 2-amino benzonitrile (25.0 g) in dry diethyl ether (400 ml) at 5°-10° C. under stirring for 2 hours. After completion of the addition, the mixture was allowed to warm to room temperature and then stirred at ambient temperature overnight. The reaction mixture was treated with 5N aqueous hydrochloric acid (150 ml) at 10°-20° C. and then stirred at room temperature for additional 30 minutes. To the ... Yields the product C1(CCCC1)C(=O)NC1=CC=CC=C1 (cyclopentylcarbonylaniline).